From a dataset of the Open Reaction Database (ORD), a public repository of structured organic reaction records. describe an organic reaction: reactants, conditions, products, and yield Reaction SMILES: [C:22](=[O:23])([O-:24])[O-:25].[CH3:29][CH2:30][O:31][C:32](=[O:33])[CH3:34].[Cl:1][c:2]1[cH:3][c:4]([C:5]#[N:6])[cH:7][cH:8][c:9]1[N+:10](=[O:11])[O-:12].[F:13][c:14]1[c:15]([NH2:16])[cH:17][cH:18][c:19]([F:21])[cH:20]1.[K+:26].[K+:27].[OH2:28]>>[c:2]1([NH:16][c:15]2[c:14]([F:13])[cH:20][c:19]([F:21])[cH:18][cH:17]2)[cH:3][c:4]([C:5]#[N:6])[cH:7][cH:8][c:9]1[N+:10](=[O:11])[O-:12]. Yields the product N#Cc1ccc([N+](=O)[O-])c(Nc2ccc(F)cc2F)c1. Reactants: O=C([O-])[O-], CCOC(C)=O, N#Cc1ccc([N+](=O)[O-])c(Cl)c1, Nc1ccc(F)cc1F, [K+], [K+], O. The reactants are [Si](C1=CC=CC=C1)(C1=CC=CC=C1)(C(C)(C)C)OCCCC(CCCO[Si](C1=CC=CC=C1)(C1=CC=CC=C1)C(C)(C)C)=O (1,7-Bis(tert-butyldiphenylsilyloxy)heptan-4-one), C[Si](OC(=C)C)(C)C (2-(Trimethylsilyloxy)prop-1-ene). The reagents and catalysts are Cl[Ti](Cl)(Cl)Cl (TiCl4). Run in C(Cl)Cl (CH2Cl2), C(Cl)Cl (CH2Cl2). Run at time 10 minute. The product is [Si](C1=CC=CC=C1)(C1=CC=CC=C1)(C(C)(C)C)OCCCC(CC(C)=O)(O)CCCO[Si](C1=CC=CC=C1)(C1=CC=CC=C1)C(C)(C)C (7-(tert-Butyldiphenylsilyloxy)4-[3-(tert-butyldiphenylsilyloxy)propyl]-4-hydroxyheptan-2-one). The yield is 10.3%. Reaction SMILES: [Si:1]([O:18][CH2:19][CH2:20][CH2:21][C:22](=[O:44])[CH2:23][CH2:24][CH2:25][O:26][Si:27]([C:40]([CH3:43])([CH3:42])[CH3:41])([C:34]1[CH:39]=[CH:38][CH:37]=[CH:36][CH:35]=1)[C:28]1[CH:33]=[CH:32][CH:31]=[CH:30][CH:29]=1)([C:14]([CH3:17])([CH3:16])[CH3:15])([C:8]1[CH:13]=[CH:12][CH:11]=[CH:10][CH:9]=1)[C:2]1[CH:7]=[CH:6][CH:5]=[CH:4][CH:3]=1.C[Si](C)(C)[O:47][C:48]([CH3:50])=[CH2:49]>C(Cl)Cl.Cl[Ti](Cl)(Cl)Cl>[Si:1]([O:18][CH2:19][CH2:20][CH2:21][C:22]([CH2:23][CH2:24][CH2:25][O:26][Si:27]([C:40]([CH3:43])([CH3:42])[CH3:41])([C:34]1[CH:35]=[CH:36][CH:37]=[CH:38][CH:39]=1)[C:28]1[CH:29]=[CH:30][CH:31]=[CH:32][CH:33]=1)([OH:44])[CH2:49][C:48](=[O:47])[CH3:50])([C:14]([CH3:15])([CH3:16])[CH3:17])([C:8]1[CH:13]=[CH:12][CH:11]=[CH:10][CH:9]=1)[C:2]1[CH:3]=[CH:4][CH:5]=[CH:6][CH:7]=1. Reported procedure: A solution of 50 (160 mg, 0.257 mmol) in anhydrous CH2Cl2 (0.3 mL) was cooled in an ice bath under argon for 10 min. TiCl4 (25 μL) was added, and the resulting mixture was stirred for 10 min. 2-(Trimethylsilyloxy)prop-1-ene (33.4 mg, 0.257 mmol, 0.43 μL) was added. Stirring was continued for 20 min. The reaction mixture was diluted with ice-cold water. CH2Cl2 was added, and the phases were separated. The aqueous layer was extracted with CH2Cl2. The combined organic layers were dried (Na2SO4). Co...